This data is from the Open Reaction Database (ORD), a public repository of structured organic reaction records. The task is: describe an organic reaction: reactants, conditions, products, and yield The reactants are C(C)(C)(C)OC(C(=O)OC)C=1C(=C2C(=NC1C)NC=C2)C=2C=C1CCCOC1=CC2 (methyl 2-(tert-butoxy)-2-(4-(chroman-6-yl)-6-methyl-1H-pyrrolo[2,3-b]pyridin-5-yl)acetate), FC=1C=CC(=C(CBr)C1)C (5-fluoro-2-methylbenzyl bromide). Product: C(C)(C)(C)OC(C(=O)O)C=1C(=C2C(=NC1C)N(C=C2)CC2=C(C=CC(=C2)F)C)C=2C=C1CCCOC1=CC2 (2-(tert-butoxy)-2-(4-(chroman-6-yl)-1-(5-fluoro-2-methylbenzyl)-6-methyl-1H-pyrrolo[2,3-b]pyridin-5-yl)acetic acid). RXN SMILES: [C:1]([O:5][CH:6]([C:11]1[C:12]([C:21]2[CH:22]=[C:23]3[C:28](=[CH:29][CH:30]=2)[O:27][CH2:26][CH2:25][CH2:24]3)=[C:13]2[CH:20]=[CH:19][NH:18][C:14]2=[N:15][C:16]=1[CH3:17])[C:7]([O:9]C)=[O:8])([CH3:4])([CH3:3])[CH3:2].[F:31][C:32]1[CH:33]=[CH:34][C:35]([CH3:40])=[C:36]([CH:39]=1)[CH2:37]Br>>[C:1]([O:5][CH:6]([C:11]1[C:12]([C:21]2[CH:22]=[C:23]3[C:28](=[CH:29][CH:30]=2)[O:27][CH2:26][CH2:25][CH2:24]3)=[C:13]2[CH:20]=[CH:19][N:18]([CH2:37][C:36]3[CH:39]=[C:32]([F:31])[CH:33]=[CH:34][C:35]=3[CH3:40])[C:14]2=[N:15][C:16]=1[CH3:17])[C:7]([OH:9])=[O:8])([CH3:4])([CH3:3])[CH3:2]. Procedure: The title compound was prepared in a manner similar to that described in Example 27, Step H from methyl 2-(tert-butoxy)-2-(4-(chroman-6-yl)-6-methyl-1H-pyrrolo[2,3-b]pyridin-5-yl)acetate and 5-fluoro-2-methylbenzyl bromide. 1H NMR (400 MHz, CHLOROFORM-d) δ ppm 7.51-7.42 (m, 1 H), 7.26-7.21 (m, 1 H), 7.18-7.12 (m, 1 H), 6.98-6.85 (m, 3 H), 6.66 (dt, J=3.3, 9.5 Hz, 1 H), 6.25 (dd, J=3.5, 12.3 Hz, 1 H), 5.62-5.56 (m, 1 H), 5.47-5.34 (m, 2 H), 4.27 (t, J=5.0 Hz, 2 H), 2.94-2.77 (m, 2 H), 2.73-2.66 (... Yields the product O=C(O)c1c(F)ccc(S(=O)O)c1F. The reactants are O=C(O)c1c(F)ccc(S(=O)(=O)Cl)c1F, [Na+], [Na+], O, O=S([O-])[O-], O=S(=O)(O)O. As a reaction SMILES: [Cl:7][S:8](=[O:9])(=[O:10])[c:11]1[c:12]([F:21])[c:13]([C:14](=[O:15])[OH:16])[c:17]([F:20])[cH:18][cH:19]1.[Na+:5].[Na+:6].[OH2:27].[S:1]([O-:2])([O-:3])=[O:4].[S:22](=[O:23])(=[O:24])([OH:25])[OH:26]>>[S:8](=[O:9])([OH:10])[c:11]1[c:12]([F:21])[c:13]([C:14](=[O:15])[OH:16])[c:17]([F:20])[cH:18][cH:19]1. The reactants are CC(C)O, O=Cc1cc2cc(Cl)ccc2o1, NN1CCNCC1. Yields the product Clc1ccc2oc(C=NN3CCNCC3)cc2c1. As a reaction SMILES: [CH:20]([OH:21])([CH3:22])[CH3:23].[Cl:8][c:9]1[cH:10][cH:11][c:12]2[c:13]([cH:14][c:15]([CH:17]=[O:18])[o:16]2)[cH:19]1.[NH2:1][N:2]1[CH2:3][CH2:4][NH:5][CH2:6][CH2:7]1>>[N:1]([N:2]1[CH2:3][CH2:4][NH:5][CH2:6][CH2:7]1)=[CH:17][c:15]1[cH:14][c:13]2[c:12]([cH:11][cH:10][c:9]([Cl:8])[cH:19]2)[o:16]1. The product is CN1N=NN=C1SCCCSC1=CC=CC=C1 (1-methyl-5-(3-phenylthiopropyl)thio-1,2,3,4-tetrazole). The reactants are C1(=CC=CC=C1)SCCCBr (3-bromopropyl phenyl sulfide), C([O-])([O-])=O.[K+].[K+] (potassium carbonate), CN1N=NN=C1S (1-Methyl-5-mercapto-1,2,3,4-tetrazole). Reported procedure: 1-Methyl-5-mercapto-1,2,3,4-tetrazole (1.2 g) is dissolved in acetone (50 ml). To the solution are added 3-bromopropyl phenyl sulfide (2.5 g) and potassium carbonate (1.5 g) and the mixture is refluxed for 4 hours. Acetone is distilled off and water is added to the residue. The mixture is extracted with chloroform. The chloroform solution is washed with saturated aqueous sodium chloride and dried over magnesium sulfate. Chloroform is distilled off and the residue is purified by column chromatogr... Solvent: CC(=O)C (acetone). As a reaction SMILES: [CH3:1][N:2]1[C:6]([SH:7])=[N:5][N:4]=[N:3]1.[C:8]1([S:14][CH2:15][CH2:16][CH2:17]Br)[CH:13]=[CH:12][CH:11]=[CH:10][CH:9]=1.C(=O)([O-])[O-].[K+].[K+]>CC(C)=O>[CH3:1][N:2]1[C:6]([S:7][CH2:17][CH2:16][CH2:15][S:14][C:8]2[CH:13]=[CH:12][CH:11]=[CH:10][CH:9]=2)=[N:5][N:4]=[N:3]1 |f:2.3.4|. The yield is 65.4%. Reactants: BrC1=C2C=CC(=NC2=CC(=C1[C@@H](C(=O)OCC)OC(C)(C)C)C)C ((S)-ethyl 2-(5-bromo-2,7-dimethylquinolin-6-yl)-2-tert-butoxyacetate), ClC1=CC=C(C=C1)B(O)O (4-chlorophenylboronic acid), C(=O)([O-])[O-].[K+].[K+] (K2CO3). The reagents and catalysts are C=1C=CC(=CC1)[P](C=2C=CC=CC2)(C=3C=CC=CC3)[Pd]([P](C=4C=CC=CC4)(C=5C=CC=CC5)C=6C=CC=CC6)([P](C=7C=CC=CC7)(C=8C=CC=CC8)C=9C=CC=CC9)[P](C=1C=CC=CC1)(C=1C=CC=CC1)C=1C=CC=CC1 (Pd(PPh3)4). Run in COCCOC (1,2-dimethoxyethane). Reaction conditions: temperature 110 celsius. Product: C(C)(C)(C)O[C@H](C(=O)OCC)C=1C(=C2C=CC(=NC2=CC1C)C)C1=CC=C(C=C1)Cl ((S)-ethyl 2-tert-butoxy-2-(5-(4-chlorophenyl)-2,7-dimethylquinolin-6-yl)acetate). Yield: 79.6%. As a reaction SMILES: Br[C:2]1[C:11]([C@H:12]([O:18][C:19]([CH3:22])([CH3:21])[CH3:20])[C:13]([O:15][CH2:16][CH3:17])=[O:14])=[C:10]([CH3:23])[CH:9]=[C:8]2[C:3]=1[CH:4]=[CH:5][C:6]([CH3:24])=[N:7]2.[Cl:25][C:26]1[CH:31]=[CH:30][C:29](B(O)O)=[CH:28][CH:27]=1.C([O-])([O-])=O.[K+].[K+]>COCCOC.C1C=CC([P]([Pd]([P](C2C=CC=CC=2)(C2C=CC=CC=2)C2C=CC=CC=2)([P](C2C=CC=CC=2)(C2C=CC=CC=2)C2C=CC=CC=2)[P](C2C=CC=CC=2)(C2C=CC=CC=2)C2C=CC=CC=2)(C2C=CC=CC=2)C2C=CC=CC=2)=CC=1>[C:19]([O:18][C@@H:12]([C:11]1[C:2]([C:29]2[CH:30]=[CH:31][C:26]([Cl:25])=[CH:27][CH:28]=2)=[C:3]2[C:8](=[CH:9][C:10]=1[CH3:23])[N:7]=[C:6]([CH3:24])[CH:5]=[CH:4]2)[C:13]([O:15][CH2:16][CH3:17])=[O:14])([CH3:22])([CH3:21])[CH3:20] |f:2.3.4,^1:50,52,71,90|. Procedure details: Pd(PPh3)4 (68 mg, 0.06 mmol) was added to a mixture of (S)-ethyl 2-(5-bromo-2,7-dimethylquinolin-6-yl)-2-tert-butoxyacetate (5H) (230 mg, 0.59 mmol) and 4-chlorophenylboronic acid (183 mg, 1.17 mmol), K2CO3 (1.0 mL 2 M in water, 2.06 mmol) in 1,2-dimethoxyethane (8 mL). The reaction mixture was flushed with nitrogen, heated at 110° C. for 30 min under microwave, and then the volatile component was removed in vacuo. The residue was dissolved in ethyl acetate (100 mL), washed with NaHCO3 solution,... The reactants are CCOC(=O)CCC(=O)Nc1cccc(C)c1-c1cccc(S(=O)(=O)c2cc(C(=N)NC(=O)OC(C)(C)C)sc2SC)c1, CO, [Li+], [OH-]. Yields the product CSc1sc(C(=N)NC(=O)OC(C)(C)C)cc1S(=O)(=O)c1cccc(-c2c(C)cccc2NC(=O)CCC(=O)O)c1. As a reaction SMILES: [CH2:1]([CH3:2])[O:3][C:4]([CH2:5][CH2:6][C:7](=[O:8])[NH:9][c:10]1[c:11](-[c:17]2[cH:18][c:19]([S:23](=[O:24])(=[O:25])[c:26]3[c:27]([S:41][CH3:42])[s:28][c:29]([C:31](=[NH:32])[NH:33][C:34](=[O:35])[O:36][C:37]([CH3:38])([CH3:39])[CH3:40])[cH:30]3)[cH:20][cH:21][cH:22]2)[c:12]([CH3:16])[cH:13][cH:14][cH:15]1)=[O:43].[CH3:46][OH:47].[Li+:45].[OH-:44]>>[O:3]=[C:4]([CH2:5][CH2:6][C:7](=[O:8])[NH:9][c:10]1[c:11](-[c:17]2[cH:18][c:19]([S:23](=[O:24])(=[O:25])[c:26]3[c:27]([S:41][CH3:42])[s:28][c:29]([C:31](=[NH:32])[NH:33][C:34](=[O:35])[O:36][C:37]([CH3:38])([CH3:39])[CH3:40])[cH:30]3)[cH:20][cH:21][cH:22]2)[c:12]([CH3:16])[cH:13][cH:14][cH:15]1)[OH:43].